This data is from the Open Reaction Database (ORD), a public repository of structured organic reaction records. The task is: describe an organic reaction: reactants, conditions, products, and yield The reactants are C1CCOC1, COC(=O)c1cnc(-c2ccccn2)s1, CO, ClCCl, [Li+], [OH-]. Yields the product O=C(O)c1cnc(-c2ccccn2)s1. As a reaction SMILES: [CH2:21]1[O:22][CH2:23][CH2:24][CH2:25]1.[CH3:1][O:2][C:3](=[O:4])[c:5]1[cH:6][n:7][c:8](-[c:10]2[n:11][cH:12][cH:13][cH:14][cH:15]2)[s:9]1.[CH3:26][OH:27].[Cl:18][CH2:19][Cl:20].[Li+:16].[OH-:17]>>[O:2]=[C:3]([OH:4])[c:5]1[cH:6][n:7][c:8](-[c:10]2[n:11][cH:12][cH:13][cH:14][cH:15]2)[s:9]1. The reactants are C(C)(=O)OCC1=C(C=C(C=C1N1C(C=2N(C=3CCCCC3C2)CC1)=O)F)C=1C=C(C=2N(C1)N=CN2)NC2=NC=C(C=C2)N2CCN(CC2)C2COC2 (4-Fluoro-2-(8-(5-(4-(oxetan-3-yl)piperazin-1-yl)pyridin-2-ylamino)-[1,2,4]triazolo[1,5-a]pyridin-6-yl)-6-(1-oxo-3,4,6,7,8,9-hexahydropyrazino[1,2-a]indol-2(1H)-yl)benzyl acetate), [Li+].[OH-] (LiOH). Run in CC(C)O.C1CCOC1 (iPrOH THF), O (H2O). Run at temperature 50 celsius, time 0.5 hour. Yields the product FC=1C=C(C(=C(C1)N1C(C=2N(C=3CCCCC3C2)CC1)=O)CO)C=1C=C(C=2N(C1)N=CN2)NC2=NC=C(C=C2)N2CCN(CC2)C2COC2 (2-(5-Fluoro-2-(hydroxymethyl)-3-(8-(5-(4-(oxetan-3-yl)piperazin-1-yl)pyridin-2-ylamino)-[1,2,4]triazolo[1,5-a]pyridin-6-yl)phenyl)-3,4,6,7,8,9-hexahydropyrazino[1,2-a]indol-1(2H)-one). Isolated yield 47.4%. As a reaction SMILES: C([O:4][CH2:5][C:6]1[C:11]([N:12]2[CH2:24][CH2:23][N:15]3[C:16]4[CH2:17][CH2:18][CH2:19][CH2:20][C:21]=4[CH:22]=[C:14]3[C:13]2=[O:25])=[CH:10][C:9]([F:26])=[CH:8][C:7]=1[C:27]1[CH:28]=[C:29]([NH:36][C:37]2[CH:42]=[CH:41][C:40]([N:43]3[CH2:48][CH2:47][N:46]([CH:49]4[CH2:52][O:51][CH2:50]4)[CH2:45][CH2:44]3)=[CH:39][N:38]=2)[C:30]2[N:31]([N:33]=[CH:34][N:35]=2)[CH:32]=1)(=O)C.[Li+].[OH-]>CC(O)C.C1COCC1.O>[F:26][C:9]1[CH:8]=[C:7]([C:27]2[CH:28]=[C:29]([NH:36][C:37]3[CH:42]=[CH:41][C:40]([N:43]4[CH2:44][CH2:45][N:46]([CH:49]5[CH2:50][O:51][CH2:52]5)[CH2:47][CH2:48]4)=[CH:39][N:38]=3)[C:30]3[N:31]([N:33]=[CH:34][N:35]=3)[CH:32]=2)[C:6]([CH2:5][OH:4])=[C:11]([N:12]2[CH2:24][CH2:23][N:15]3[C:16]4[CH2:17][CH2:18][CH2:19][CH2:20][C:21]=4[CH:22]=[C:14]3[C:13]2=[O:25])[CH:10]=1 |f:1.2,3.4|. Reported procedure: A mixture of 108e (250 mg, 0.35 mmol) and LiOH (300 mg, 10 mmol) in iPrOH/THF (1:1, 3.5 mL) and H2O (1 mL) was stirred at 50° C. for 0.5 h. The mixture was evaporated in vacuo and the residue was extracted with Ethyl acetate (5 mL×2). The combined Ethyl acetate extract was concentrated under reduced pressure and the residue was purified with reverse-phase prep-HPLC to afford 108 (110 mg, 25%). LCMS: [M+H]+ 664. 1H NMR (500 MHz, DMSO) δ 9.33 (s, 1H), 8.67 (s, 1H), 8.55-8.54 (m, 2H), 7.95 (d, J=3.... Starting materials: C(C)(C)O (Isopropyl alcohol), C([O-])([O-])=O.[Na+].[Na+] (sodium carbonate), ClC1=NC=CC=C1C#N (2-chloro-3-cyanopyridine), COC1=C(C=CC=C1)B(O)O (2-methoxyphenylboronic acid). Reagents/catalysts: Cl[Pd]([P](C1=CC=CC=C1)(C2=CC=CC=C2)C3=CC=CC=C3)([P](C4=CC=CC=C4)(C5=CC=CC=C5)C6=CC=CC=C6)Cl (dichlorobis(triphenylphosphine)palladium(II)). The solvent is C(C)(=O)OCC (ethyl acetate). Run at temperature 85 celsius. Yields the product COC1=C(C=CC=C1)C1=C(C#N)C=CC=N1 (2-(2-methoxy-phenyl)nicotinonitrile). Yield: 65.6%. RXN SMILES: Cl[C:2]1[C:7]([C:8]#[N:9])=[CH:6][CH:5]=[CH:4][N:3]=1.[CH3:10][O:11][C:12]1[CH:17]=[CH:16][CH:15]=[CH:14][C:13]=1B(O)O.C(O)(C)C.C(=O)([O-])[O-].[Na+].[Na+]>Cl[Pd](Cl)([P](C1C=CC=CC=1)(C1C=CC=CC=1)C1C=CC=CC=1)[P](C1C=CC=CC=1)(C1C=CC=CC=1)C1C=CC=CC=1.C(OCC)(=O)C>[CH3:10][O:11][C:12]1[CH:17]=[CH:16][CH:15]=[CH:14][C:13]=1[C:2]1[N:3]=[CH:4][CH:5]=[CH:6][C:7]=1[C:8]#[N:9] |f:3.4.5,^1:33,52|. Procedure details: To a 250-mL, round-bottomed flask containing a large magnetic stir bar were added 2-chloro-3-cyanopyridine (1.39 g, 10.0 mmol), 2-methoxyphenylboronic acid (1.82 g, 12.0 mmol), and dichlorobis(triphenylphosphine)palladium(II) (351 mg, 0.50 mmol). Isopropyl alcohol (50 mL) and 2M sodium carbonate solution (50 mL) were added. The flask was stoppered and immersed in an oil bath heated to 80-90° C. The biphasic mixture was stirred vigorously and heated for 8 hours. After cooling to room temperature,... Reactants: COc1c(C)c(C)c(OC)c(Cc2ccccc2)c1C, CCCCCCBr, [Li]CCCC, CCCCCC, CC(C)(N)C(C)(C)N, C1CCOC1, O=P(O)(O)O. The product is CCCCCCC(c1ccccc1)c1c(C)c(OC)c(C)c(C)c1OC. RXN SMILES: [CH2:12]([c:13]1[cH:14][cH:15][cH:16][cH:17][cH:18]1)[c:19]1[c:20]([O:30][CH3:31])[c:21]([CH3:29])[c:22]([CH3:28])[c:23]([O:26][CH3:27])[c:24]1[CH3:25].[CH2:40]([Br:41])[CH2:42][CH2:43][CH2:44][CH2:45][CH3:46].[CH2:7]([Li:8])[CH2:9][CH2:10][CH3:11].[CH3:1][CH2:2][CH2:3][CH2:4][CH2:5][CH3:6].[CH3:32][C:33]([CH3:34])([NH2:35])[C:36]([CH3:37])([CH3:38])[NH2:39].[O:52]1[CH2:53][CH2:54][CH2:55][CH2:56]1.[P:47](=[O:48])([OH:49])([OH:50])[OH:51]>>[CH2:1]([CH2:2][CH2:3][CH2:4][CH2:5][CH3:6])[CH:12]([c:13]1[cH:14][cH:15][cH:16][cH:17][cH:18]1)[c:19]1[c:20]([O:30][CH3:31])[c:21]([CH3:29])[c:22]([CH3:28])[c:23]([O:26][CH3:27])[c:24]1[CH3:25]. The reactants are C1(=CC=C(C=C1)C1=CCC(C2=CC3=CC=CC(=C3C=C12)C1=CC=C(C(=O)OCC)C=C1)(C)C)C (ethyl 4-[1(tol-4-yl)3,4-dihydro-4,4-dimethyl-anthracen-8-yl]-benzoate), C1(=CC=C(C=C1)C1=CCC(C2=CC3=CC=CC(=C3C=C12)C1=CC=C(C(=O)OCC)C=C1)(C)C)C (ethyl 4-[1(tol-4-yl)3,4-dihydro-4,4-dimethyl-anthracen-8-yl]-benzoate), CO (MeOH), [Li+].[OH-] (LiOH), Cl (HCl). The solvent is CCOCC (ether), C1CCOC1 (THF), CCOCC (ether). Reaction conditions: time 16 hour. Yields the product C1(=CC=C(C=C1)C1=CCC(C2=CC3=CC=CC(=C3C=C12)C1=CC=C(C(=O)O)C=C1)(C)C)C (4-[1(Tol-4-yl)-3,4-dihydro-4,4-dimethyl-anthracen-8-yl]-benzoic Acid). Reaction SMILES: [C:1]1([CH3:34])[CH:6]=[CH:5][C:4]([C:7]2[C:20]3[C:11](=[CH:12][C:13]4[C:18]([CH:19]=3)=[C:17]([C:21]3[CH:31]=[CH:30][C:24]([C:25]([O:27]CC)=[O:26])=[CH:23][CH:22]=3)[CH:16]=[CH:15][CH:14]=4)[C:10]([CH3:33])([CH3:32])[CH2:9][CH:8]=2)=[CH:3][CH:2]=1.CO.[Li+].[OH-].Cl>C1COCC1.CCOCC>[C:1]1([CH3:34])[CH:2]=[CH:3][C:4]([C:7]2[C:20]3[C:11](=[CH:12][C:13]4[C:18]([CH:19]=3)=[C:17]([C:21]3[CH:22]=[CH:23][C:24]([C:25]([OH:27])=[O:26])=[CH:30][CH:31]=3)[CH:16]=[CH:15][CH:14]=4)[C:10]([CH3:32])([CH3:33])[CH2:9][CH:8]=2)=[CH:5][CH:6]=1 |f:2.3|. Procedure: To a degassed solution of ethyl 4-[1(tol-4-yl)3,4-dihydro-4,4-dimethyl-anthracen-8-yl]-benzoate (Compound 1, 35 mg, 0.08 mmol), in THF (1.5 mL) and MeOH (1.5 mL) was added LiOH (1M solution in water, 0.3 mL, 0.3 mmol). The mixture was stirred at ambient temperature for 16 hours, diluted with ether (60 mL). The mixture was acidified with 10% HCl to pH 4, the product was isolated as an ether insoluble white solid. Starting materials: CCC1C(=O)N(C)c2cnc(-n3cnc(Br)c3)nc2N1C1CCCC1, CCCC[Sn](CCCC)(CCCC)c1cscn1, CN(C)C=O, c1ccc(P(c2ccccc2)(c2ccccc2)[Pd](P(c2ccccc2)(c2ccccc2)c2ccccc2)(P(c2ccccc2)(c2ccccc2)c2ccccc2)P(c2ccccc2)(c2ccccc2)c2ccccc2)cc1. Yields the product CCC1C(=O)N(C)c2cnc(-n3cnc(-c4cscn4)c3)nc2N1C1CCCC1. Reaction SMILES: [Br:1][c:2]1[n:3][cH:4][n:5](-[c:7]2[n:8][c:9]3[c:14]([cH:15][n:16]2)[N:13]([CH3:17])[C:12](=[O:18])[CH:11]([CH2:19][CH3:20])[N:10]3[CH:21]2[CH2:22][CH2:23][CH2:24][CH2:25]2)[cH:6]1.[CH2:26]([Sn:27]([CH2:28][CH2:29][CH2:30][CH3:36])([c:31]1[n:32][cH:33][s:34][cH:35]1)[CH2:37][CH2:38][CH2:39][CH3:40])[CH2:41][CH2:42][CH3:43].[O:44]=[CH:45][N:46]([CH3:47])[CH3:48].[cH:49]1[cH:50][cH:51][c:52]([P:53]([Pd:54]([P:55]([c:56]2[cH:57][cH:58][cH:59][cH:60][cH:61]2)([c:62]2[cH:63][cH:64][cH:65][cH:66][cH:67]2)[c:68]2[cH:69][cH:70][cH:71][cH:72][cH:73]2)([P:74]([c:75]2[cH:76][cH:77][cH:78][cH:79][cH:80]2)([c:81]2[cH:82][cH:83][cH:84][cH:85][cH:86]2)[c:87]2[cH:88][cH:89][cH:90][cH:91][cH:92]2)[P:93]([c:94]2[cH:95][cH:96][cH:97][cH:98][cH:99]2)([c:100]2[cH:101][cH:102][cH:103][cH:104][cH:105]2)[c:106]2[cH:107][cH:108][cH:109][cH:110][cH:111]2)([c:112]2[cH:113][cH:114][cH:115][cH:116][cH:117]2)[c:118]2[cH:119][cH:120][cH:121][cH:122][cH:123]2)[cH:124][cH:125]1>>[c:2]1(-[c:31]2[n:32][cH:33][s:34][cH:35]2)[n:3][cH:4][n:5](-[c:7]2[n:8][c:9]3[c:14]([cH:15][n:16]2)[N:13]([CH3:17])[C:12](=[O:18])[CH:11]([CH2:19][CH3:20])[N:10]3[CH:21]2[CH2:22][CH2:23][CH2:24][CH2:25]2)[cH:6]1. Starting materials: COC(=O)C1=CNC=C1C (4-methylpyrrole-3-carboxylic acid methyl ester), ClC1=CC(=NC2=CC=CC=C12)C (4-chloro-2-methyl-quinoline), C(=O)([O-])[O-].[Cs+].[Cs+] (Cs2CO3). The solvent is CN(C)C=O (DMF), O (water). Conditions: temperature 80 celsius, time 60 hour. Product: COC(=O)C1=CN(C=C1C)C1=CC(=NC2=CC=CC=C12)C (4-methyl-1-(2-methyl-quinolin-4-yl)-1H-pyrrole-3-carboxylic acid methyl ester). Reaction SMILES: [CH3:1][O:2][C:3]([C:5]1[C:9]([CH3:10])=[CH:8][NH:7][CH:6]=1)=[O:4].Cl[C:12]1[C:21]2[C:16](=[CH:17][CH:18]=[CH:19][CH:20]=2)[N:15]=[C:14]([CH3:22])[CH:13]=1.C([O-])([O-])=O.[Cs+].[Cs+]>CN(C=O)C.O>[CH3:1][O:2][C:3]([C:5]1[C:9]([CH3:10])=[CH:8][N:7]([C:12]2[C:21]3[C:16](=[CH:17][CH:18]=[CH:19][CH:20]=3)[N:15]=[C:14]([CH3:22])[CH:13]=2)[CH:6]=1)=[O:4] |f:2.3.4|. Reported procedure: 1 mmol (139 mg) of 4-methylpyrrole-3-carboxylic acid methyl ester, 1.1 mmol (195 mg) 4-chloro-2-methyl-quinoline and 1.2 mmol (390 mg) of Cs2CO3 are suspended in 3 mL of dry DMF. The mixture is stirred for 60 h at 80° C. under Argon, allowed to cool to room temperature, and diluted with water (20 mL). Part of the product precipitates and is filtered off. The filtrate is extracted twice with ethyl acetate (20 mL portions). The combined extracts are dried over anhydrous Na2SO4 and evaporated. The ... Reactants: FC1=NC=C(C=C1C(=O)O)F (2,5-difluoropyridine-3-carboxylic acid), Cl.FC1=C(C=C(C=C1)F)CCOCC(=N)N (2-[2-(2,5-difluoro-phenyl)-ethoxy]-acetamidine hydrochloride). The product is FC1=C(C=C(C=C1)F)CCOCC=1NC(C2=C(N1)N=CC(=C2)F)=O (2-[2-(2,5-Difluoro-phenyl)-ethoxymethyl]-6-fluoro-3H-pyrido[2,3-d]pyrimidin-4-one). As a reaction SMILES: F[C:2]1[C:7]([C:8]([OH:10])=O)=[CH:6][C:5]([F:11])=[CH:4][N:3]=1.Cl.[F:13][C:14]1[CH:19]=[CH:18][C:17]([F:20])=[CH:16][C:15]=1[CH2:21][CH2:22][O:23][CH2:24][C:25]([NH2:27])=[NH:26]>>[F:13][C:14]1[CH:19]=[CH:18][C:17]([F:20])=[CH:16][C:15]=1[CH2:21][CH2:22][O:23][CH2:24][C:25]1[NH:27][C:8](=[O:10])[C:7]2[CH:6]=[C:5]([F:11])[CH:4]=[N:3][C:2]=2[N:26]=1 |f:1.2|. Procedure: The title compound was prepared in analogy to example 85 from 2,5-difluoropyridine-3-carboxylic acid and 2-[2-(2,5-difluoro-phenyl)-ethoxy]-acetamidine hydrochloride (example 78.2). Light brown solid. MS: m/e=336.3 [M+H+].